Dataset: the Open Reaction Database (ORD), a public repository of structured organic reaction records. Task: describe an organic reaction: reactants, conditions, products, and yield As a reaction SMILES: [CH2:1]([CH3:2])[n:3]1[cH:4][n:5][c:6]([S:8](=[O:9])(=[O:10])[Cl:11])[cH:7]1.[OH2:12]>>[CH2:1]([CH3:2])[n:3]1[cH:4][n:5][c:6]([S:8](=[O:9])([OH:10])=[O:12])[cH:7]1. The reactants are CCn1cnc(S(=O)(=O)Cl)c1, O. Product: CCn1cnc(S(=O)(=O)O)c1.